This data is from the Open Reaction Database (ORD), a public repository of structured organic reaction records. The task is: describe an organic reaction: reactants, conditions, products, and yield Reactants: CCOC(C)=O, Cc1ccc([N+](=O)[O-])cc1N1C(=O)c2ccc(C(N)=O)cc2C1=O, O=[Pt]. The product is Cc1ccc(N)cc1N1C(=O)c2ccc(C(N)=O)cc2C1=O. Reaction SMILES: [CH3:27][CH2:28][O:29][C:30](=[O:31])[CH3:32].[N+:1]([O-:2])(=[O:3])[c:4]1[cH:5][c:6]([N:11]2[C:12](=[O:24])[c:13]3[c:14]([cH:17][c:18]([C:21]([NH2:22])=[O:23])[cH:19][cH:20]3)[C:15]2=[O:16])[c:7]([CH3:10])[cH:8][cH:9]1.[Pt:25]=[O:26]>>[NH2:1][c:4]1[cH:5][c:6]([N:11]2[C:12](=[O:24])[c:13]3[c:14]([cH:17][c:18]([C:21]([NH2:22])=[O:23])[cH:19][cH:20]3)[C:15]2=[O:16])[c:7]([CH3:10])[cH:8][cH:9]1. Reactants: N(=[N+]=[N-])[C@H](C(=O)O)[C@@H](C1=CC=C(C=C1)F)C1=CC(=CC=C1)F ((2S,3S)-2-Azido-3-(3-fluorophenyl)-3-(4-fluorophenyl)propanoic acid), NC1=C(OC[C@@H]2CN([C@@H](CO2)COC(N)=O)C(=O)OC(C)(C)C)C(=CC=C1)F ((2S,5S)-tert-butyl 2-[(2-amino-6-fluorophenoxy)methyl]-5-[(carbamoyloxy)methyl]morpholine-4-carboxylate). The product is C(N)(=O)OC[C@@H]1CO[C@@H](CN1)COC1=C(C=CC=C1F)NC([C@@H](NC(=O)OC)[C@@H](C1=CC=C(C=C1)F)C1=CC(=CC=C1)F)=O ((βS)—N-[2-({(2S,5S)-5-[(Carbamoyloxy)methyl]morpholin-2-yl}methoxy)-3-fluorophenyl]-4-fluoro-β-(3-fluorophenyl)-Nα-(methoxycarbonyl)-L-phenylalaninamide). Reaction SMILES: [N:1]([C@@H:4]([C@H:8]([C:16]1[CH:21]=[CH:20][CH:19]=[C:18]([F:22])[CH:17]=1)[C:9]1[CH:14]=[CH:13][C:12]([F:15])=[CH:11][CH:10]=1)[C:5]([OH:7])=O)=[N+]=[N-].[NH2:23][C:24]1[CH:49]=[CH:48][CH:47]=[C:46]([F:50])[C:25]=1[O:26][CH2:27][C@H:28]1[O:33][CH2:32][C@@H:31]([CH2:34][O:35][C:36](=[O:38])[NH2:37])[N:30](C(OC(C)(C)C)=O)[CH2:29]1>>[C:36]([O:35][CH2:34][C@H:31]1[NH:30][CH2:29][C@@H:28]([CH2:27][O:26][C:25]2[C:46]([F:50])=[CH:47][CH:48]=[CH:49][C:24]=2[NH:23][C:5](=[O:7])[C@H:4]([C@H:8]([C:16]2[CH:21]=[CH:20][CH:19]=[C:18]([F:22])[CH:17]=2)[C:9]2[CH:14]=[CH:13][C:12]([F:15])=[CH:11][CH:10]=2)[NH:1][C:36]([O:35][CH3:34])=[O:38])[O:33][CH2:32]1)(=[O:38])[NH2:37]. Procedure: The title compound was prepared from the product of step 1 and the product of step 5 using the procedures given in steps 2-4 of Example 93. MS (ES) m/z=617 (M+H)+. The reactants are O (water), C(C#C)N (propargylamine), C([O-])([O-])=O.[K+].[K+] (potassium carbonate), CS(=O)(=O)OCCOCCC1=CC2=C(SC=C2)C=C1 (2-(2-benzo[b]thiophen-5-ylethoxy)-ethyl methanesulfonate). Solvent: C(C)(=O)OCC (ethyl acetate), CN(C=O)C (N,N-dimethylformamide). Reaction conditions: temperature 80 celsius. The product is S1C2=C(C=C1)C=C(C=C2)CCOCCNCC#C (N-[2-(2-benzo[b]thiophen-5-ylethoxy)ethyl]-N-(2-propynyl)amine). As a reaction SMILES: CS(O[CH2:6][CH2:7][O:8][CH2:9][CH2:10][C:11]1[CH:19]=[CH:18][C:14]2[S:15][CH:16]=[CH:17][C:13]=2[CH:12]=1)(=O)=O.[CH2:20]([NH2:23])[C:21]#[CH:22].C(=O)([O-])[O-].[K+].[K+].O>CN(C)C=O.C(OCC)(=O)C>[S:15]1[CH:16]=[CH:17][C:13]2[CH:12]=[C:11]([CH2:10][CH2:9][O:8][CH2:7][CH2:6][NH:23][CH2:20][C:21]#[CH:22])[CH:19]=[CH:18][C:14]1=2 |f:2.3.4|. Procedure: In 15 mL of N,N-dimethylformamide is dissolved 3.00 g of 2-(2-benzo[b]thiophen-5-ylethoxy)-ethyl methanesulfonate, to which are added 1.40 mL of propargylamine and 2.76 g of potassium carbonate. The mixture is heated at 80° C. for 3 hours. The reaction mixture is introduced into a mixture of water and ethyl acetate, and the organic layer is separated. The organic layer is washed with water and saturated aqueous solution of sodium chloride successively and dried over anhydrous magnesium sulfate, ... Starting materials: C1(=CC(=CC=C1)C1(CC1)C#N)C (1-(m-tolyl)cyclopropanecarbonitrile), Cl (hydrogen chloride), C(C)O (ethanol). Conditions: time 16 hour. The product is Cl.C1(=CC(=CC=C1)C1(CC1)C(OCC)=N)C (Ethyl 1-(m-tolyl)cyclopropanecarbimidate hydrochloride). Isolated yield 96.5%. RXN SMILES: [C:1]1([CH3:12])[CH:6]=[CH:5][CH:4]=[C:3]([C:7]2([C:10]#[N:11])[CH2:9][CH2:8]2)[CH:2]=1.[ClH:13].[CH2:14]([OH:16])[CH3:15]>>[ClH:13].[C:1]1([CH3:12])[CH:6]=[CH:5][CH:4]=[C:3]([C:7]2([C:10](=[NH:11])[O:16][CH2:14][CH3:15])[CH2:8][CH2:9]2)[CH:2]=1 |f:3.4|. Reported procedure: To 1-(m-tolyl)cyclopropanecarbonitrile (100 mg, 0.64 mmol) was added a saturated solution of hydrogen chloride in ethanol (2 mL). After 16 h at room temperature and 2 h at 70° C. and another 16 h at room temperature, the mixture was concentrated in vacuo and the residue was dried under high vacuum to afford the title compound (147.1 mg, 96.5%) as a colorless solid. MS (ES+) (M+H) 204.1, LCMS retention time: 3.10 minutes (Method L). The reactants are C1CCCCC12C(CCCCC2)=O (spiro[5.6]dodecan-7-one), C(OC)(OC)=O (Dimethyl carbonate), CN(C)P(=O)(N(C)C)N(C)C (HMPA), C(C)(C)NC(C)C (diisopropylamine), C(CCC)[Li] (n-butyllithium). Run in C1CCOC1 (THF), C1CCOC1 (THF). Reaction conditions: time 30 minute. The product is O=C1C2(CCCCC2)CCCCC1C(=O)OC (Methyl 7-oxospiro[5.6]dodecane-8-carboxylate). Reaction SMILES: C(NC(C)C)(C)C.C([Li])CCC.[CH2:13]1[C:18]2([CH2:24][CH2:23][CH2:22][CH2:21][CH2:20][C:19]2=[O:25])[CH2:17][CH2:16][CH2:15][CH2:14]1.[C:26](=O)([O:29]C)[O:27][CH3:28].CN(P(N(C)C)(N(C)C)=O)C>C1COCC1>[O:25]=[C:19]1[CH:20]([C:26]([O:27][CH3:28])=[O:29])[CH2:21][CH2:22][CH2:23][CH2:24][C:18]21[CH2:17][CH2:16][CH2:15][CH2:14][CH2:13]2. Procedure details: A solution of diisopropylamine (1.130 mL, 7.93 mmol) in THF (10 mL) was treated with n-butyllithium (3.17 mL, 7.93 mmol) at −78° C., and the reaction was stirred at this temperature for 30 minutes. The above solution was then transferred via cannula into a solution of the product from Example 16A (1.1 g, 6.10 mmol) in THF (10 mL) at −78° C., and the resulting mixture was stirred at this temperature for 30 minutes. Dimethyl carbonate (5.14 mL, 61.0 mmol) was added, the cold bath was removed, and ...